Dataset: the Open Reaction Database (ORD), a public repository of structured organic reaction records. Task: describe an organic reaction: reactants, conditions, products, and yield Starting materials: C(C)(C)(C)OC(=O)N1C(=CC=2C=NC=CC21)CN2C(CN(CC2)CC2=CC=C(C=C2)C=2SC(=CC2)Cl)=O (2-{4-[4-(5-Chloro-thiophen-2-yl)-benzyl]-2-oxo-piperazin-1-ylmethyl}-pyrrolo[3,2-c]pyridine-1-carboxylic acid tert-butyl ester). Solvent: C(=O)(C(F)(F)F)O.C(Cl)Cl (TFA CH2Cl2). Product: ClC1=CC=C(S1)C1=CC=C(CN2CC(N(CC2)CC2=CC=3C=NC=CC3N2)=O)C=C1 (4-[4-(5-Chloro-thiophen-2-yl)-benzyl]-1-(1H-pyrrolo[3,2-c]pyridin-2-ylmethyl)-piperazin-2-one). Isolated yield 47.1%. As a reaction SMILES: C(OC([N:8]1[C:16]2[CH:15]=[CH:14][N:13]=[CH:12][C:11]=2[CH:10]=[C:9]1[CH2:17][N:18]1[CH2:23][CH2:22][N:21]([CH2:24][C:25]2[CH:30]=[CH:29][C:28]([C:31]3[S:32][C:33]([Cl:36])=[CH:34][CH:35]=3)=[CH:27][CH:26]=2)[CH2:20][C:19]1=[O:37])=O)(C)(C)C>C(O)(C(F)(F)F)=O.C(Cl)Cl>[Cl:36][C:33]1[S:32][C:31]([C:28]2[CH:27]=[CH:26][C:25]([CH2:24][N:21]3[CH2:22][CH2:23][N:18]([CH2:17][C:9]4[NH:8][C:16]5[CH:15]=[CH:14][N:13]=[CH:12][C:11]=5[CH:10]=4)[C:19](=[O:37])[CH2:20]3)=[CH:30][CH:29]=2)=[CH:35][CH:34]=1 |f:1.2|. Procedure: 2-{4-[4-(5-Chloro-thiophen-2-yl)-benzyl]-2-oxo-piperazin-1-ylmethyl}-pyrrolo[3,2-c]pyridine-1-carboxylic acid tert-butyl ester (0.90 g, 0.17 mmol) is stirred in 30% TFA/CH2Cl2 (8 mL) for 1 h then concentrated to dryness and purified by RP-HPLC using 10-100% acetonitrile/0.1% TFA water as the eluent. The appropriate fractions are collected and lypholized to yield the title product as an amorphous white solid (0.44 mg, 0.08 mmol). Starting materials: solution, C(C)OC(=O)CCN1CC2=CC(=CC=C2CC1)[N+](=O)[O-] (2-(2-(ethoxycarbonyl)ethyl)-7-nitro-1,2,3,4-tetrahydroisoquinoline), aqueous solution, [OH-].[Na+] (sodium hydroxide), C(C)O (ethanol). Conditions: time 14 hour. Product: C(C)(C)OC(=O)CCN1CC2=CC(=CC=C2CC1)[N+](=O)[O-] (2-(2-(isopropyloxycarbonyl)ethyl)-7-nitro-1,2,3,4-tetrahydroisoquinoline). Isolated yield 74.0%. As a reaction SMILES: [CH2:1]([O:3][C:4]([CH2:6][CH2:7][N:8]1[CH2:17][CH2:16][C:15]2[C:10](=[CH:11][C:12]([N+:18]([O-:20])=[O:19])=[CH:13][CH:14]=2)[CH2:9]1)=[O:5])[CH3:2].[OH-].[Na+].[CH2:23](O)C>>[CH:1]([O:3][C:4]([CH2:6][CH2:7][N:8]1[CH2:17][CH2:16][C:15]2[C:10](=[CH:11][C:12]([N+:18]([O-:20])=[O:19])=[CH:13][CH:14]=2)[CH2:9]1)=[O:5])([CH3:23])[CH3:2] |f:1.2|. Procedure details: To the solution (60 ml) in ethanol of 2.04 g of 2-(2-(ethoxycarbonyl)ethyl)-7-nitro-1,2,3,4-tetrahydroisoquinoline obtained in Example 2 was added 3.75 ml of 2N aqueous solution of sodium hydroxide, and the solution was stirred at room temperature for 14 hours. The solution was concentrated under reduced pressure, and to the residue were added 300 ml of isopropylalcohol and 0.60 ml of sulfuric acid. The solution was heated under reflux for 20 hours, and concentrated under reduced pressure. After... Reaction SMILES: [Cl:33][C:34](=[O:35])[O:36][c:37]1[cH:38][cH:39][c:40]([N+:43](=[O:44])[O-:45])[cH:41][cH:42]1.[Cl:52][CH2:53][Cl:54].[OH:1][c:2]1[cH:3][cH:4][c:5]([C:8](=[C:9]([CH2:10][CH3:11])[c:12]2[cH:13][cH:14][cH:15][cH:16][cH:17]2)[c:18]2[cH:19][cH:20][c:21]([CH:24]=[CH:25][C:26](=[O:27])[O:28][C:29]([CH3:30])([CH3:31])[CH3:32])[cH:22][cH:23]2)[cH:6][cH:7]1.[cH:46]1[cH:47][cH:48][n:49][cH:50][cH:51]1>>[O:1]([c:2]1[cH:3][cH:4][c:5]([C:8](=[C:9]([CH2:10][CH3:11])[c:12]2[cH:13][cH:14][cH:15][cH:16][cH:17]2)[c:18]2[cH:19][cH:20][c:21]([CH:24]=[CH:25][C:26](=[O:27])[O:28][C:29]([CH3:30])([CH3:31])[CH3:32])[cH:22][cH:23]2)[cH:6][cH:7]1)[C:34](=[O:35])[O:36][c:37]1[cH:38][cH:39][c:40]([N+:43](=[O:44])[O-:45])[cH:41][cH:42]1. Yields the product CCC(=C(c1ccc(C=CC(=O)OC(C)(C)C)cc1)c1ccc(OC(=O)Oc2ccc([N+](=O)[O-])cc2)cc1)c1ccccc1. Reactants: O=C(Cl)Oc1ccc([N+](=O)[O-])cc1, ClCCl, CCC(=C(c1ccc(O)cc1)c1ccc(C=CC(=O)OC(C)(C)C)cc1)c1ccccc1, c1ccncc1. Starting materials: primary amine, aryl fluoride, CCN(C(C)C)C(C)C (DIPEA), O (H2O), FC=1C=C(C#N)C=CC1F (3,4-difluorobenzonitrile), primary amine, NCCN(S(=O)(=O)C1=NC=CC=C1)CC1CCCCC1 (N-(2-Aminoethyl)-N-(cyclohexylmethyl)pyridine-2-sulfonamide). Run in CS(=O)C (DMSO). Reaction conditions: temperature 120 celsius. Product: C(#N)C1=CC(=C(C=C1)NCCN(S(=O)(=O)C1=NC=CC=C1)CC1CCCCC1)F (N-(2-(4-cyano-2-fluorophenylamino)ethyl)-N-(cyclohexylmethyl)pyridine-2-sulfonamide), foam. Yield: 79.0%. RXN SMILES: [NH2:1][CH2:2][CH2:3][N:4]([CH2:14][CH:15]1[CH2:20][CH2:19][CH2:18][CH2:17][CH2:16]1)[S:5]([C:8]1[CH:13]=[CH:12][CH:11]=[CH:10][N:9]=1)(=[O:7])=[O:6].[F:21][C:22]1[CH:23]=[C:24]([CH:27]=[CH:28][C:29]=1F)[C:25]#[N:26].CCN(C(C)C)C(C)C.O>CS(C)=O>[C:25]([C:24]1[CH:27]=[CH:28][C:29]([NH:1][CH2:2][CH2:3][N:4]([CH2:14][CH:15]2[CH2:20][CH2:19][CH2:18][CH2:17][CH2:16]2)[S:5]([C:8]2[CH:13]=[CH:12][CH:11]=[CH:10][N:9]=2)(=[O:7])=[O:6])=[C:22]([F:21])[CH:23]=1)#[N:26]. Procedure: The primary amine of N-(2-aminoethyl)-N-(cyclohexylmethyl)pyridine-2-sulfonamide (19) was arylated with 3,4-difluorobenzonitrile on a 0.337 mmol scale. To a stirring solution of the primary amine (1 equiv) in DMSO (0.2 M) were added the aryl fluoride (1.2 equiv) and DIPEA (3 equiv). The reaction mixture was heated to 120° C. for 48 h. After allowing the reaction to cool, H2O was added, and the crude product was extracted with EtOAc (×3). The EtOAc extractions were combined, washed with water (×3... Starting materials: COC(C1=CC=C(C=C1)/C=N/CC1=CC=CC=C1)=O (4-[(E)-Benzylimino-methyl]-benzoic acid methyl ester), N,N,N,′,N′-tetramethyl-guanidine, P(OC)(OC)[O-] (dimethyl phosphite). Run in CCOC(=O)C (EtOAc). Run at time 4 hour. The product is COC(C1=CC=C(C=C1)C(P(=O)(OC)OC)NCC1=CC=CC=C1)=O (4-[Benzylamino-(dimethoxy-phosphoryl)-methyl]-benzoic acid methyl ester). RXN SMILES: [CH3:1][O:2][C:3](=[O:19])[C:4]1[CH:9]=[CH:8][C:7](/[CH:10]=[N:11]/[CH2:12][C:13]2[CH:18]=[CH:17][CH:16]=[CH:15][CH:14]=2)=[CH:6][CH:5]=1.[P:20]([O-:25])([O:23][CH3:24])[O:21][CH3:22]>CCOC(C)=O>[CH3:1][O:2][C:3](=[O:19])[C:4]1[CH:9]=[CH:8][C:7]([CH:10]([NH:11][CH2:12][C:13]2[CH:18]=[CH:17][CH:16]=[CH:15][CH:14]=2)[P:20]([O:23][CH3:24])([O:21][CH3:22])=[O:25])=[CH:6][CH:5]=1. Procedure details: 4-[(E)-Benzylimino-methyl]-benzoic acid methyl ester (0.50 g, 1.97 mmol) was made 0.3 M in dimethyl phosphite (6.5 mL) and to this stirring solution was added catalytic N,N,N,′,N′-tetramethyl-guanidine (0.02 g, 0.20 mmol). After stirring at ambient temperature for 4 hours the reaction mixture was diluted with EtOAc and washed with 1M aqueous NaOH (3×). The organic layer was washed further with brine, then dried (MgSO4) and concentrated in vacuo. MPLC purification (10-70% EtOAc in CH2Cl2) gave th...